describe an organic reaction: reactants, conditions, products, and yield From a dataset of the Open Reaction Database (ORD), a public repository of structured organic reaction records. The reactants are CCOc1cc(C#N)ccc1C(=O)O, ClCCl, O=S(Cl)Cl. The product is CCOc1cc(C#N)ccc1C(=O)Cl. As a reaction SMILES: [CH2:1]([CH3:2])[O:3][c:4]1[c:5]([C:6](=[O:7])[OH:8])[cH:9][cH:10][c:11]([C:13]#[N:14])[cH:12]1.[Cl:19][CH2:20][Cl:21].[S:15]([Cl:16])([Cl:17])=[O:18]>>[CH2:1]([CH3:2])[O:3][c:4]1[c:5]([C:6](=[O:7])[Cl:17])[cH:9][cH:10][c:11]([C:13]#[N:14])[cH:12]1. The reactants are C(C1=CC=CC=C1)OC(NC1=CN=C2N(C1=O)C(CC2)C(NCC2=CC=C(C=C2)C(=N)NC(=O)OC(C)(C)C)=O)=O ({6-[4-(tert-butoxycarbonylamino-imino-methyl)-benzylcarbamoyl]-4-oxo-4,6,7,8-tetrahydro-pyrrolo[1,2-a]pyrimidin-3-yl}-carbamic acid benzyl ester). The reagents and catalysts are [Pd] (Pd/C). Solvent: CO (MeOH). Reaction conditions: time 24 hour. Product: C(C)(C)(C)OC(NC(=N)C1=CC=C(C=C1)CNC(=O)[C@@H]1CCC=2N1C(C(=CN2)N)=O)=O ((S)-[(4-{[(3-amino-4-oxo-4,6,7,8-tetrahydro-pyrrolo[1,2-a]pyrimidine-6-carbonyl)-amino]-methyl}-phenyl)-imino-methyl]-carbamic acid tert-butyl ester). The yield is 84.0%. As a reaction SMILES: C(OC(=O)[NH:10][C:11]1[C:16](=[O:17])[N:15]2[CH:18]([C:21](=[O:40])[NH:22][CH2:23][C:24]3[CH:29]=[CH:28][C:27]([C:30]([NH:32][C:33]([O:35][C:36]([CH3:39])([CH3:38])[CH3:37])=[O:34])=[NH:31])=[CH:26][CH:25]=3)[CH2:19][CH2:20][C:14]2=[N:13][CH:12]=1)C1C=CC=CC=1>CO.[Pd]>[C:36]([O:35][C:33](=[O:34])[NH:32][C:30]([C:27]1[CH:28]=[CH:29][C:24]([CH2:23][NH:22][C:21]([C@H:18]2[N:15]3[C:16](=[O:17])[C:11]([NH2:10])=[CH:12][N:13]=[C:14]3[CH2:20][CH2:19]2)=[O:40])=[CH:25][CH:26]=1)=[NH:31])([CH3:39])([CH3:37])[CH3:38]. Procedure: To a solution of intermediate 1i (74.8 mg, 0.134 mmol) in 3 mL MeOH, was added 80 mg 10% Pd/C. The mixture was evacuated and flushed with H2 (3×), then it was stirred under an atmosphere of H2 for 24 h. The mixture was filtered and concentrated to afford 48 mg (84%) of intermediate 1j. MS (ESI) 427.08 (M+H+). Reactants: ClC=1N=CC=2N(C(C3(CN(C2N1)C1CCCCC1)CC3)=O)C (2′-chloro-9′-cyclohexyl-5′-methyl-8′,9′-dihydrospiro[cyclopropane-1,7′-pyrimido[5,4-b][1,4]diazepin]-6′(5′H)-one), NC1=C(C=C(C(=O)NC2CCN(CC2)C)C=C1)F (4-amino-3-fluoro-N-(1-methyl-4-piperidyl)benzamide), O.C1(=CC=C(C=C1)S(=O)(=O)O)C (p-toluenesulfonic acid monohydrate), ClC=1N=CC=2N(C(C3(CN(C2N1)C1CCCCC1)CC3)=O)C (2′-chloro-9′-cyclohexyl-5′-methyl-8′,9′-dihydrospiro[cyclopropane-1,7′-pyrimido[5,4-b][1,4]diazepin]-6′(5′H)-one), NC1=C(C=C(C(=O)NC2CCN(CC2)C)C=C1)F (4-amino-3-fluoro-N-(1-methyl-4-piperidyl)benzamide). Solvent: CC(CC(C)O)C (4-Methyl-2-pentanol). Conditions: temperature 160 celsius. Product: C1(CCCCC1)N1C2=C(N(C(C3(C1)CC3)=O)C)C=NC(=N2)NC2=C(C=C(C(=O)NC3CCN(CC3)C)C=C2)F (4-(9′-cyclohexyl-5′-methyl-6′-oxo-5′,6′,8′,9′-tetrahydrospiro[cyclopropane-1,7′-pyrimido[5,4-b][1,4]diazepine]-2′-ylamino)-3-fluoro-N-(1-methyl-4-piperidyl)benzamide). Reaction SMILES: Cl[C:2]1[N:3]=[CH:4][C:5]2[N:6]([CH3:22])[C:7](=[O:21])[C:8]3([CH2:20][CH2:19]3)[CH2:9][N:10]([CH:13]3[CH2:18][CH2:17][CH2:16][CH2:15][CH2:14]3)[C:11]=2[N:12]=1.[NH2:23][C:24]1[CH:39]=[CH:38][C:27]([C:28]([NH:30][CH:31]2[CH2:36][CH2:35][N:34]([CH3:37])[CH2:33][CH2:32]2)=[O:29])=[CH:26][C:25]=1[F:40].O.C1(C)C=CC(S(O)(=O)=O)=CC=1>CC(C)CC(O)C>[CH:13]1([N:10]2[CH2:9][C:8]3([CH2:20][CH2:19]3)[C:7](=[O:21])[N:6]([CH3:22])[C:5]3[CH:4]=[N:3][C:2]([NH:23][C:24]4[CH:39]=[CH:38][C:27]([C:28]([NH:30][CH:31]5[CH2:32][CH2:33][N:34]([CH3:37])[CH2:35][CH2:36]5)=[O:29])=[CH:26][C:25]=4[F:40])=[N:12][C:11]2=3)[CH2:18][CH2:17][CH2:16][CH2:15][CH2:14]1 |f:2.3|. Reported procedure: 2′-chloro-9′-cyclohexyl-5′-methyl-8′,9′-dihydrospiro[cyclopropane-1,7′-pyrimido[5,4-b][1,4]diazepin]-6′(5′H)-one (Intermediate 270; 200 mg, 0.62 mmol), 4-amino-3-fluoro-N-(1-methylpiperidin-4-yl)benzamide (Intermediate 65; 157 mg, 0.62 mmol) and p-toluenesulfonic acid monohydrate (296 mg, 1.56 mmol) were suspended in 4-Methyl-2-pentanol (5 mL) and sealed into a microwave tube. The reaction was heated at 160° C. for 30 minutes in the microwave reactor and then allowed to cool to room temperature. Starting materials: C(C=C)C1=C(C(=CC=C1)CC=C)O (2,6-Diallylphenol), [OH-].[Na+] (sodium hydroxide), C(C1=CC=CC=C1)Cl (benzyl chloride). The solvent is CO (methanol). Yields the product C(C1=CC=CC=C1)OC1=C(C=CC=C1CC=C)CC=C (2,6-diallylphenyl benzyl ether). RXN SMILES: [CH2:1]([C:4]1[CH:9]=[CH:8][CH:7]=[C:6]([CH2:10][CH:11]=[CH2:12])[C:5]=1[OH:13])[CH:2]=[CH2:3].[OH-].[Na+].[CH2:16](Cl)[C:17]1[CH:22]=[CH:21][CH:20]=[CH:19][CH:18]=1>CO>[CH2:16]([O:13][C:5]1[C:4]([CH2:1][CH:2]=[CH2:3])=[CH:9][CH:8]=[CH:7][C:6]=1[CH2:10][CH:11]=[CH2:12])[C:17]1[CH:22]=[CH:21][CH:20]=[CH:19][CH:18]=1 |f:1.2|. Reported procedure: 2,6-Diallylphenol (3.48 gm, 0.025 mol) was diluted with methanol (50 ml) and sodium hydroxide (0.8 gm 0.02 mol) was added to the solution followed by the benzyl chloride (3.60 gm, 0.2 mol.). The solution was refluxed for 2 hr, cooled, poured onto water and extracted with hexane. After washing with water and dilute sodium hydroxide, the organic layer was dried over MgSO4, filtered and evaporated to give 2,6-diallylphenyl benzyl ether. MS m/z 264 (M+ calcd for C19H20O=264). H NMR (300 MHz, CDCL3) ...